Dataset: the Open Reaction Database (ORD), a public repository of structured organic reaction records. Task: describe an organic reaction: reactants, conditions, products, and yield The reactants are N1CCNCC1 (piperazine), ClC1=CC2=C(OC3=C(C(N2)=O)C=CC=C3)C=C1 (8-chloro-10H-dibenzo[b,f][1,4]oxazepin-11-one), COC1=CC=C(C=C1)P1(SP(S1)(C1=CC=C(C=C1)OC)=S)=S (2,4-bis(4-methoxyphenyl)-1,3-dithia-2,4-diphosphetane-2,4-disulfide), CI (MeI). Run in C1(=CC=CC=C1)C (toluene). Conditions: temperature 130 celsius. Yields the product ClC1=CC2=C(OC3=C(C(=N2)N2CCN(CC2)C)C=CC=C3)C=C1 (8-Chloro-11-(4-methyl-piperazin-1-yl)-dibenzo[b,f][1,4]oxazepine). The yield is 67.9%. RXN SMILES: [Cl:1][C:2]1[CH:17]=[CH:16][C:5]2[O:6][C:7]3[CH:15]=[CH:14][CH:13]=[CH:12][C:8]=3[C:9](=O)[NH:10][C:4]=2[CH:3]=1.COC1C=CC(P2(=S)SP(=S)([C:30]3[CH:35]=CC(OC)=CC=3)S2)=CC=1.CI.[NH:42]1[CH2:47]C[NH:45][CH2:44][CH2:43]1>C1(C)C=CC=CC=1>[Cl:1][C:2]1[CH:17]=[CH:16][C:5]2[O:6][C:7]3[CH:15]=[CH:14][CH:13]=[CH:12][C:8]=3[C:9]([N:45]3[CH2:30][CH2:35][N:42]([CH3:47])[CH2:43][CH2:44]3)=[N:10][C:4]=2[CH:3]=1. Procedure: A mixture of 8-chloro-10H-dibenzo[b,f][1,4]oxazepin-11-one (189JO29C) (30 mg, 0.069 mmol) and 2,4-bis(4-methoxyphenyl)-1,3-dithia-2,4-diphosphetane-2,4-disulfide (29 mg, 0.040 mmol) in toluene (2 mL) was heated in a capped tube using microwave assisted heating (130° C., 20 minutes). The reaction mixture was cooled to room temperature and MeI (38 μL, 0.29 mmol) was added and the resulting mixture was heated in capped tube using microwave assisted heating (120° C., 20 minutes). The mixture was con... The reactants are ClC1=C2N=C(C(=NC2=CC=C1)C=O)C1=CC(=CC=C1)F (5-chloro-3-(3-fluorophenyl)quinoxaline-2-carbaldehyde), C1CCOC1 (THF), C[Mg]Br (methylmagnesium bromide), C(C)OCC (diethyl ether). Conditions: time 3 hour. Yields the product ClC1=C2N=C(C(=NC2=CC=C1)C(C)O)C1=CC(=CC=C1)F (1-(5-chloro-3-(3-fluorophenyl)quinoxalin-2-yl)ethanol). RXN SMILES: [Cl:1][C:2]1[CH:11]=[CH:10][CH:9]=[C:8]2[C:3]=1[N:4]=[C:5]([C:14]1[CH:19]=[CH:18][CH:17]=[C:16]([F:20])[CH:15]=1)[C:6]([CH:12]=[O:13])=[N:7]2.[CH2:21]1COCC1.C[Mg]Br.C(OCC)C>>[Cl:1][C:2]1[CH:11]=[CH:10][CH:9]=[C:8]2[C:3]=1[N:4]=[C:5]([C:14]1[CH:19]=[CH:18][CH:17]=[C:16]([F:20])[CH:15]=1)[C:6]([CH:12]([OH:13])[CH3:21])=[N:7]2. Procedure: To a stirring heterogeneous mixture of 5-chloro-3-(3-fluorophenyl)quinoxaline-2-carbaldehyde (0.4405 g, 1.537 mmol) in THF (14.95 mL, 1.537 mmol) was added methylmagnesium bromide 3 M in diethyl ether (1.024 mL, 3.073 mmol) dropwise at 0° C. and the mixture was then allowed to warm to room temperature. After 3 h, the reaction was quenched with saturated aq. NH4Cl (50 mL) and extracted with EtOAc (50 mL×2). The combined organic layers were washed with water (50 mL×1), brine (50 mL×1), dried over ... The reactants are CN(C)C(=[N+](C)C)ON1C2=C(C=CC=C2)N=N1.[B-](F)(F)(F)F (TBTU), C=1C=CC2=C(C1)N=NN2O (HOBt), CN1CCC(CC1)C1CCNCC1 (methyl-[4,4′]bipiperidinyl), C(C)C=1C=C(C=CC1CC)CC(C(=O)O)NC(=O)N1CCC(CC1)N1C(NC2=C(CC1)C=CC=C2)=O (3-(3,4-diethyl-phenyl)-2-{[4-(2-oxo-1,2,4,5-tetrahydro-1,3-benzodiazepin-3-yl)-piperidine-1-carbonyl]-amino}-propionic acid). The solvent is C1CCOC1 (THF), C(C)N(CC)CC (triethylamine). Run at temperature 40 celsius, time 2 hour. Yields the product C(C)C=1C=C(CC(C(=O)N2CCC(CC2)C2CCN(CC2)C)NC(=O)N2CCC(CC2)N2C(NC3=C(CC2)C=CC=C3)=O)C=CC1CC (4-(2-oxo-1,2,4,5-tetrahydro-1,3-benzodiazepin-3-yl)-piperidine-1-carboxylic acid-[1-(3,4-diethyl-benzyl)-2-(1′-methyl-4,4′-bipiperidinyl-1-yl)-2-oxo-ethyl]-amide). Reaction SMILES: CN(C(ON1N=[N:16][C:11]2[CH:12]=[CH:13][CH:14]=[CH:15][C:10]1=2)=[N+](C)C)C.[B-](F)(F)(F)F.C1C=CC2N(O)N=NC=2C=1.[CH3:33][N:34]1[CH2:39][CH2:38][CH:37]([CH:40]2[CH2:45][CH2:44][NH:43][CH2:42][CH2:41]2)[CH2:36][CH2:35]1.[CH2:46]([C:48]1[CH:49]=[C:50]([CH2:56][CH:57]([NH:61][C:62]([N:64]2[CH2:69][CH2:68][CH:67]([N:70]3[CH2:76][CH2:75]C4C=CC=CC=4N[C:71]3=[O:81])[CH2:66][CH2:65]2)=[O:63])[C:58](O)=[O:59])[CH:51]=[CH:52][C:53]=1[CH2:54][CH3:55])[CH3:47]>C1COCC1.C(N(CC)CC)C>[CH2:46]([C:48]1[CH:49]=[C:50]([CH:51]=[CH:52][C:53]=1[CH2:54][CH3:55])[CH2:56][CH:57]([NH:61][C:62]([N:64]1[CH2:69][CH2:68][CH:67]([N:70]2[CH2:76][CH2:75][C:10]3[CH:15]=[CH:14][CH:13]=[CH:12][C:11]=3[NH:16][C:71]2=[O:81])[CH2:66][CH2:65]1)=[O:63])[C:58]([N:43]1[CH2:44][CH2:45][CH:40]([CH:37]2[CH2:36][CH2:35][N:34]([CH3:33])[CH2:39][CH2:38]2)[CH2:41][CH2:42]1)=[O:59])[CH3:47] |f:0.1|. Reported procedure: 0.3 mL of triethylamine, 323 mg (1.01 mmol) of TBTU, 155 mg (1.01 mmol) of HOBt and 184 mg (1.01 mmol) of methyl-[4,4′]bipiperidinyl were added to a solution of 500 mg (1.02 mmol) of 3-(3,4-diethyl-phenyl)-2-{[4-(2-oxo-1,2,4,5-tetrahydro-1,3-benzodiazepin-3-yl)-piperidine-1-carbonyl]-amino}-propionic acid in 50 mL of THF and stirred for 4 h at RT and 2 h at 40° C. The reaction mixture was evaporated down, the residue was stirred with 40 mL of saturated NaHCO3 solution, the precipitated product w... Starting materials: ClC1=CC=CC=C1 (chlorobenzene), C(C1=CC=CC=C1)(=O)N1CCC(CC1)CCC(=O)O (3-(1-benzoyl 4-piperidyl) propionic acid). Solvent: C(=S)=S (carbon disulfide). Yields the product ClC1=CC=C(C=C1)C(CCC1CCN(CC1)C(C1=CC=CC=C1)=O)=O (1-(4-chlorophenyl) 3-(1-benzoyl 4-piperidyl) 1-propanone). The yield is 187.6%. RXN SMILES: [Cl:1][C:2]1[CH:7]=[CH:6][CH:5]=[CH:4][CH:3]=1.[C:8]([N:16]1[CH2:21][CH2:20][CH:19]([CH2:22][CH2:23][C:24](O)=[O:25])[CH2:18][CH2:17]1)(=[O:15])[C:9]1[CH:14]=[CH:13][CH:12]=[CH:11][CH:10]=1>C(=S)=S>[Cl:1][C:2]1[CH:7]=[CH:6][C:5]([C:24](=[O:25])[CH2:23][CH2:22][CH:19]2[CH2:18][CH2:17][N:16]([C:8](=[O:15])[C:9]3[CH:14]=[CH:13][CH:12]=[CH:11][CH:10]=3)[CH2:21][CH2:20]2)=[CH:4][CH:3]=1. Reported procedure: The procedure is as in Example 1, starting from 18 g of chlorobenzene instead of 9.9 g of anisol, 350 ml of carbon disulfide instead of 157 ml and 35 g instead of 15.7 g of 3-(1-benzoyl 4-piperidyl) propionic acid. 40.1 g of crude 1-(4-chlorophenyl) 3-(1-benzoyl 4-piperidyl) 1-propanone are obtained in the form of an oil which crystallizes.